Dataset: the Open Reaction Database (ORD), a public repository of structured organic reaction records. Task: describe an organic reaction: reactants, conditions, products, and yield The reactants are C1COCCO1, CC(C)(C)OC(=O)N1CCN(c2ncc(B3OC(C)(C)C(C)(C)O3)cn2)CC1, Cn1cc(-c2ccnc3c2cc(I)n3S(=O)(=O)c2ccccc2)c(-c2ccc([N+](=O)[O-])cc2)n1, [Na+], O=C([O-])O, Cl[Pd]Cl, c1ccc(P(c2ccccc2)c2ccccc2)cc1, c1ccc(P(c2ccccc2)c2ccccc2)cc1. Yields the product Cn1cc(-c2ccnc3c2cc(-c2cnc(N4CCN(C(=O)OC(C)(C)C)CC4)nc2)n3S(=O)(=O)c2ccccc2)c(-c2ccc([N+](=O)[O-])cc2)n1. As a reaction SMILES: [CH2:68]1[O:69][CH2:70][CH2:71][O:72][CH2:73]1.[CH3:35][C:36]1([CH3:37])[C:38]([CH3:39])([CH3:40])[O:41][B:42]([c:43]2[cH:44][n:45][c:46]([N:49]3[CH2:50][CH2:51][N:52]([C:55](=[O:56])[O:57][C:58]([CH3:59])([CH3:60])[CH3:61])[CH2:53][CH2:54]3)[n:47][cH:48]2)[O:62]1.[I:1][c:2]1[cH:3][c:4]2[c:5]([n:6][cH:7][cH:8][c:9]2-[c:10]2[c:11](-[c:16]3[cH:17][cH:18][c:19]([N+:22](=[O:23])[O-:24])[cH:20][cH:21]3)[n:12][n:13]([CH3:15])[cH:14]2)[n:25]1[S:26](=[O:27])(=[O:28])[c:29]1[cH:30][cH:31][cH:32][cH:33][cH:34]1.[Na+:67].[O-:63][C:64]([OH:65])=[O:66].[Pd:74]([Cl:75])[Cl:76].[c:77]1([P:78]([c:79]2[cH:80][cH:81][cH:82][cH:83][cH:84]2)[c:85]2[cH:86][cH:87][cH:88][cH:89][cH:90]2)[cH:91][cH:92][cH:93][cH:94][cH:95]1.[c:96]1([P:97]([c:98]2[cH:99][cH:100][cH:101][cH:102][cH:103]2)[c:104]2[cH:105][cH:106][cH:107][cH:108][cH:109]2)[cH:110][cH:111][cH:112][cH:113][cH:114]1>>[c:2]1(-[c:43]2[cH:44][n:45][c:46]([N:49]3[CH2:50][CH2:51][N:52]([C:55](=[O:56])[O:57][C:58]([CH3:59])([CH3:60])[CH3:61])[CH2:53][CH2:54]3)[n:47][cH:48]2)[cH:3][c:4]2[c:5]([n:6][cH:7][cH:8][c:9]2-[c:10]2[c:11](-[c:16]3[cH:17][cH:18][c:19]([N+:22](=[O:23])[O-:24])[cH:20][cH:21]3)[n:12][n:13]([CH3:15])[cH:14]2)[n:25]1[S:26](=[O:27])(=[O:28])[c:29]1[cH:30][cH:31][cH:32][cH:33][cH:34]1. Starting materials: CC[SiH](CC)CC, ClCCl, OC(c1ccccc1Cl)c1[nH]nnc1-c1nnn(Cc2cc(C(F)(F)F)cc(C(F)(F)F)c2)c1-c1ccccc1, [Na+], O=C([O-])O, O=C(O)C(F)(F)F. Product: FC(F)(F)c1cc(Cn2nnc(-c3nn[nH]c3Cc3ccccc3Cl)c2-c2ccccc2)cc(C(F)(F)F)c1. As a reaction SMILES: [CH2:41]([SiH:42]([CH2:43][CH3:44])[CH2:45][CH3:46])[CH3:47].[Cl:60][CH2:61][Cl:62].[F:1][C:2]([c:3]1[cH:4][c:5]([CH2:6][n:7]2[n:8][n:9][c:10](-[c:18]3[n:19][n:20][nH:21][c:22]3[CH:23]([OH:24])[c:25]3[c:26]([Cl:31])[cH:27][cH:28][cH:29][cH:30]3)[c:11]2-[c:12]2[cH:13][cH:14][cH:15][cH:16][cH:17]2)[cH:32][c:33]([C:35]([F:36])([F:37])[F:38])[cH:34]1)([F:39])[F:40].[Na+:59].[O-:55][C:56]([OH:57])=[O:58].[OH:48][C:49]([C:50]([F:51])([F:52])[F:53])=[O:54]>>[F:1][C:2]([c:3]1[cH:4][c:5]([CH2:6][n:7]2[n:8][n:9][c:10](-[c:18]3[n:19][n:20][nH:21][c:22]3[CH2:23][c:25]3[c:26]([Cl:31])[cH:27][cH:28][cH:29][cH:30]3)[c:11]2-[c:12]2[cH:13][cH:14][cH:15][cH:16][cH:17]2)[cH:32][c:33]([C:35]([F:36])([F:37])[F:38])[cH:34]1)([F:39])[F:40]. Starting materials: N1CCNCC1 (piperazine), Br (HBr), O(C1=CC=CC=C1)C(C(=O)Cl)(C)C (2-phenoxy-2-methylpropionyl chloride). The solvent is CCO (EtOH), O (H2O), C1CCOC1 (THF), C1CCOC1 (THF). Conditions: time 3 hour. The product is Cl.O(C1=CC=CC=C1)C(C(=O)N1CCNCC1)(C)C (1-(2-Phenoxy-2-methylpropionyl)piperazine hydrochloride). Reaction SMILES: [NH:1]1[CH2:6][CH2:5][NH:4][CH2:3][CH2:2]1.Br.[O:8]([C:15]([CH3:20])([CH3:19])[C:16]([Cl:18])=[O:17])[C:9]1[CH:14]=[CH:13][CH:12]=[CH:11][CH:10]=1>CCO.O.C1COCC1>[ClH:18].[O:8]([C:15]([CH3:20])([CH3:19])[C:16]([N:1]1[CH2:6][CH2:5][NH:4][CH2:3][CH2:2]1)=[O:17])[C:9]1[CH:14]=[CH:13][CH:12]=[CH:11][CH:10]=1 |f:6.7|. Procedure details: To a solution of 17.2 g of anhydrous piperazine in 50 ml of EtOH 95% and 22 ml of H2O, 3.37 g of HBr 48% are dropped in about 10' and thereafter, in about 40' and at room temperature, a solution of 9.93 g of 2-phenoxy-2-methylpropionyl chloride (prepared according to: Bull. Soc. Chim. Fr. 1956, 776-783) in 70 ml of THF. The suspension is stirred 2 h at the same temperature and 3 h under reflux, diluted with 130 ml of THF, cooled, and the piperazine salts precipitated are filtered away. The filte...